This data is from the Open Reaction Database (ORD), a public repository of structured organic reaction records. The task is: describe an organic reaction: reactants, conditions, products, and yield The reactants are Cl (hydrogen chloride), ClC1=NC=C(C(=N1)NC=1C=C(C=CC1)CCC1=CC=CC(=N1)NC(OC(C)(C)C)=O)F (tert-butyl [6-(2-{3-[(2-chloro-5-fluoropyrimidin-4-yl)amino]phenyl}ethyl)pyridin-2-yl]carbamate). The solvent is O1CCOCC1 (1,4-dioxane), O1CCOCC1 (1,4-dioxane). Run at temperature 35 celsius, time 3 hour. Yields the product Cl.Cl.NC1=CC=CC(=N1)CCC=1C=C(C=CC1)NC1=NC(=NC=C1F)Cl (N-{3-[2-(6-Aminopyridin-2-yl)ethyl]phenyl}-2-chloro-5-fluoropyrimidin-4-amine dihydrochloride), powder. The yield is 96.0%. RXN SMILES: [Cl:1][C:2]1[N:7]=[C:6]([NH:8][C:9]2[CH:10]=[C:11]([CH2:15][CH2:16][C:17]3[N:22]=[C:21]([NH:23]C(=O)OC(C)(C)C)[CH:20]=[CH:19][CH:18]=3)[CH:12]=[CH:13][CH:14]=2)[C:5]([F:31])=[CH:4][N:3]=1.[ClH:32]>O1CCOCC1>[ClH:1].[ClH:32].[NH2:23][C:21]1[N:22]=[C:17]([CH2:16][CH2:15][C:11]2[CH:10]=[C:9]([NH:8][C:6]3[C:5]([F:31])=[CH:4][N:3]=[C:2]([Cl:1])[N:7]=3)[CH:14]=[CH:13][CH:12]=2)[CH:18]=[CH:19][CH:20]=1 |f:3.4.5|. Reported procedure: To a mixture of tert-butyl [6-(2-{3-[(2-chloro-5-fluoropyrimidin-4-yl)amino]phenyl}ethyl)pyridin-2-yl]carbamate (215 mg, 0.48 mmol) in 1,4-dioxane (0.90 mL) was added 4 M of hydrogen chloride in 1,4-dioxane (4.5 mL). The resultant reaction mixture was stirred at 35° C. for 3 hours. The reaction mixture was concentrated under vacuum to give the desired product as a very hydroscopic light yellow powder (194 mg, 96%). LCMS for C17H16ClFN5 (M+H)+: m/z=344.1. Run in C1(=CC=CC=C1)C (toluene). Reaction SMILES: [F:1][C:2]1[CH:7]=[CH:6][C:5]([CH2:8][C:9]([N:11]=[C:12]=[S:13])=[O:10])=[CH:4][CH:3]=1.CCO.[O:17]1[CH2:22][CH2:21][CH2:20][O:19][CH:18]1[C:23]1[CH:24]=[CH:25][C:26]([C:29]2[S:37][C:36]3[C:31](=[N:32][CH:33]=[CH:34][C:35]=3[O:38][C:39]3[CH:45]=[CH:44][C:42]([NH2:43])=[CH:41][C:40]=3[F:46])[CH:30]=2)=[N:27][CH:28]=1>C1(C)C=CC=CC=1>[O:17]1[CH2:22][CH2:21][CH2:20][O:19][CH:18]1[C:23]1[CH:24]=[CH:25][C:26]([C:29]2[S:37][C:36]3[C:31](=[N:32][CH:33]=[CH:34][C:35]=3[O:38][C:39]3[CH:45]=[CH:44][C:42]([NH:43][C:12]([NH:11][C:9](=[O:10])[CH2:8][C:5]4[CH:4]=[CH:3][C:2]([F:1])=[CH:7][CH:6]=4)=[S:13])=[CH:41][C:40]=3[F:46])[CH:30]=2)=[N:27][CH:28]=1. Yields the product O1C(OCCC1)C=1C=CC(=NC1)C1=CC2=NC=CC(=C2S1)OC1=C(C=C(C=C1)NC(=S)NC(CC1=CC=C(C=C1)F)=O)F (N-(4-(2-(5-(1,3-Dioxan-2-yl)pyridin-2-yl)thieno[3,2-b]pyridin-7-yloxy)-3-fluorophenylcarbamothioyl)-2-(4-fluorophenyl) acetamide). Starting materials: FC1=CC=C(C=C1)CC(=O)N=C=S (2-(4-fluorophenyl)acetyl isothiocyanate), CCO (EtOH), O1C(OCCC1)C=1C=CC(=NC1)C1=CC2=NC=CC(=C2S1)OC1=C(C=C(N)C=C1)F (4-(2-(5-(1,3-dioxan-2-yl)pyridin-2-yl)thieno[3,2-b]pyridin-7-yloxy)-3-fluoroaniline). Yield: 101.0%. Procedure details: To a solution of isothiocyanate 2 (13.17 g, 67.4 mmol) in a mixture of toluene (100 ml)/EtOH (100 ml) in a 500 mL round-bottom flask was added aniline 31 (23.8 g, 56.2 mmol). The mixture was stirred for 1 h at room temperature and concentrated. The solid was triturated with toluene (100 mL) for 1 h, collected by filtration, washed with toluene (20 ml). The solid was dried under vacuum for 2 h to give crude 32 (35.10 g) which was used in the next step without any further purification. MS (m/z): 6... Conditions: time 1 hour. Reactants: CS(C)=O, Cl, COC(=O)c1c(C)c(-c2ncc(Cl)cc2F)nn1C, [Na+], [OH-]. RXN SMILES: [CH3:23][S:24](=[O:25])[CH3:26].[ClH:22].[F:1][c:2]1[c:3](-[c:9]2[n:10][n:11]([CH3:19])[c:12]([C:15](=[O:16])[O:17][CH3:18])[c:13]2[CH3:14])[n:4][cH:5][c:6]([Cl:8])[cH:7]1.[Na+:21].[OH-:20]>>[F:1][c:2]1[c:3](-[c:9]2[n:10][n:11]([CH3:19])[c:12]([C:15](=[O:16])[OH:17])[c:13]2[CH3:14])[n:4][cH:5][c:6]([Cl:8])[cH:7]1. Product: Cc1c(-c2ncc(Cl)cc2F)nn(C)c1C(=O)O.